Dataset: the Open Reaction Database (ORD), a public repository of structured organic reaction records. Task: describe an organic reaction: reactants, conditions, products, and yield The reactants are [Br-], N#Cc1ccccc1O, O=C([O-])[O-], CN(C)C=O, CCCC[N+](CCCC)(CCCC)CCCC, Cc1ccccc1, COC=C(C(=O)OC)c1ccccc1Oc1cc(Cl)ncn1, [F-], [K+], [K+], [K+], O. Yields the product COC=C(C(=O)OC)c1ccccc1Oc1cc(Oc2ccccc2C#N)ncn1. RXN SMILES: [Br-:46].[C:23](#[N:24])[c:25]1[c:26]([OH:31])[cH:27][cH:28][cH:29][cH:30]1.[C:32](=[O:33])([O-:34])[O-:35].[CH3:40][N:41]([CH3:42])[CH:43]=[O:44].[CH3:47][CH2:48][CH2:49][CH2:50][N+:51]([CH2:52][CH2:53][CH2:54][CH3:55])([CH2:56][CH2:57][CH2:58][CH3:59])[CH2:60][CH2:61][CH2:62][CH3:63].[CH3:64][c:65]1[cH:66][cH:67][cH:68][cH:69][cH:70]1.[Cl:1][c:2]1[cH:3][c:4]([O:8][c:9]2[c:10]([C:15]([C:16](=[O:17])[O:18][CH3:19])=[CH:20][O:21][CH3:22])[cH:11][cH:12][cH:13][cH:14]2)[n:5][cH:6][n:7]1.[F-:38].[K+:36].[K+:37].[K+:39].[OH2:45]>>[c:2]1([O:31][c:26]2[c:25]([C:23]#[N:24])[cH:30][cH:29][cH:28][cH:27]2)[cH:3][c:4]([O:8][c:9]2[c:10]([C:15]([C:16](=[O:17])[O:18][CH3:19])=[CH:20][O:21][CH3:22])[cH:11][cH:12][cH:13][cH:14]2)[n:5][cH:6][n:7]1. Reactants: CO, CC(NC(=O)OCc1ccccc1)C(C)NC(=O)c1ccccc1O. Yields the product CC(N)C(C)NC(=O)c1ccccc1O. RXN SMILES: [CH3:26][OH:27].[OH:1][c:2]1[c:3]([C:4](=[O:5])[NH:6][CH:7]([CH:8]([CH3:9])[NH:10][C:11](=[O:12])[O:13][CH2:14][c:15]2[cH:16][cH:17][cH:18][cH:19][cH:20]2)[CH3:21])[cH:22][cH:23][cH:24][cH:25]1>>[OH:1][c:2]1[c:3]([C:4](=[O:5])[NH:6][CH:7]([CH:8]([CH3:9])[NH2:10])[CH3:21])[cH:22][cH:23][cH:24][cH:25]1. Reactants: [Na] (sodium), NC(=O)N (urea), C(C=C(C)C)C(C(=O)OCC)C(=O)OCC (diethyl prenylmalonate). Run in C(C)O (ethanol). The product is CC(=CCC1C(NC(NC1=O)=O)=O)C (5-[3-Methyl-2-butenyl]barbituric Acid). RXN SMILES: [Na].[NH2:2][C:3]([NH2:5])=[O:4].[CH2:6]([CH:11]([C:17](OCC)=[O:18])[C:12](OCC)=[O:13])[CH:7]=[C:8]([CH3:10])[CH3:9]>C(O)C>[CH3:9][C:8]([CH3:10])=[CH:7][CH2:6][CH:11]1[C:12](=[O:13])[NH:5][C:3](=[O:4])[NH:2][C:17]1=[O:18] |^1:0|. Procedure details: To a solution of 70 mg sodium (3.03 mmol) in 1.0 mL absolute ethanol was added 61 mg urea (1.01 mmol), followed by 200 mg of the diethyl prenylmalonate (0.88 mmol) prepared in the previous experiment. The solution was refluxed gently for 12 hours. Most of the ethanol was removed by rotary evaporation, and the residue was diluted in water. The solution was acidified to pH 3 and extracted 2×10 mL with ethyl acetate. The combined organic phases were dried over anhydrous magnesium sulfate and concen... The reactants are [BH4-], CCOC(=O)CC(=O)C1(NC(=O)OC(C)(C)C)CCC1, CCO, [Na+], O. The product is CCOC(=O)CC(O)C1(NC(=O)OC(C)(C)C)CCC1. Reaction SMILES: [BH4-:21].[C:1]([CH3:2])([CH3:3])([CH3:4])[O:5][C:6](=[O:7])[NH:8][C:9]1([C:13]([CH2:14][C:15](=[O:16])[O:17][CH2:18][CH3:19])=[O:20])[CH2:10][CH2:11][CH2:12]1.[CH3:24][CH2:25][OH:26].[Na+:22].[OH2:23]>>[C:1]([CH3:2])([CH3:3])([CH3:4])[O:5][C:6](=[O:7])[NH:8][C:9]1([CH:13]([CH2:14][C:15](=[O:16])[O:17][CH2:18][CH3:19])[OH:20])[CH2:10][CH2:11][CH2:12]1. Starting materials: Br (Hydrogen bromide), CC1=C(C=CC=C1)OCC1=C(C=CC=C1)C(C(=O)OC)=CC (methyl α-[2-(2-methylphenyloxymethyl)phenyl]but-2-enoate), Br (HBr). The solvent is C1CCCCC1 (cyclohexane), C(Cl)Cl (methylene chloride). Yields the product BrCC1=C(C=CC=C1)C(C(=O)OC)=CC (Methyl α-(2-bromomethylphenyl)but-2-enoate). Reaction SMILES: [BrH:1].CC1C=CC=CC=1O[CH2:10][C:11]1[CH:16]=[CH:15][CH:14]=[CH:13][C:12]=1[C:17](=[CH:22][CH3:23])[C:18]([O:20][CH3:21])=[O:19]>C(Cl)Cl.C1CCCCC1>[Br:1][CH2:10][C:11]1[CH:16]=[CH:15][CH:14]=[CH:13][C:12]=1[C:17](=[CH:22][CH3:23])[C:18]([O:20][CH3:21])=[O:19]. Procedure details: Hydrogen bromide was passed at -5° C. into a solution of 14.8 g of methyl α-[2-(2-methylphenyloxymethyl)phenyl]but-2-enoate in 250 ml of methylene chloride until it was saturated (about 18 g of HBr). After termination of the reaction (about 2 h at 25° C.), the solvent was distilled off under reduced pressure. The residue thus obtained was taken up in 300 ml of cyclohexane. The solution was washed with 5% strength sodium hydroxide solution and then with water. After drying and concentrating the o... The reagents and catalysts are Cl[Pd]([P](C1=CC=CC=C1)(C2=CC=CC=C2)C3=CC=CC=C3)([P](C4=CC=CC=C4)(C5=CC=CC=C5)C6=CC=CC=C6)Cl (bis(triphenylphosphine)palladium(II) chloride). Run in C(C)#N (ACN), C(Cl)Cl (DCM), O (water). Reaction SMILES: I[C:2]1[C:10]2[C:5](=[N:6][CH:7]=[CH:8][C:9]=2[N+:11]([O-:13])=[O:12])[N:4]([CH3:14])[CH:3]=1.[CH3:15][N:16]1[C:24]2[C:19](=[CH:20][CH:21]=[C:22](B3OC(C)(C)C(C)(C)O3)[CH:23]=2)[CH2:18][CH2:17]1.C(=O)([O-])[O-].[Na+].[Na+]>C(#N)C.C(Cl)Cl.O.Cl[Pd](Cl)([P](C1C=CC=CC=1)(C1C=CC=CC=1)C1C=CC=CC=1)[P](C1C=CC=CC=1)(C1C=CC=CC=1)C1C=CC=CC=1>[CH3:14][N:4]1[C:5]2=[N:6][CH:7]=[CH:8][C:9]([N+:11]([O-:13])=[O:12])=[C:10]2[C:2]([C:22]2[CH:23]=[C:24]3[C:19]([CH2:18][CH2:17][N:16]3[CH3:15])=[CH:20][CH:21]=2)=[CH:3]1 |f:2.3.4,^1:49,68|. Yields the product CN1C=C(C=2C1=NC=CC2[N+](=O)[O-])C2=CC=C1CCN(C1=C2)C (1-methyl-3-(1-methylindolin-6-yl)-4-nitro-1H-pyrrolo[2,3-b]pyridine). Conditions: temperature 65 celsius. The reactants are IC1=CN(C2=NC=CC(=C21)[N+](=O)[O-])C (3-iodo-1-methyl-4-nitro-1H-pyrrolo[2,3-b]pyridine), CN1CCC2=CC=C(C=C12)B1OC(C(O1)(C)C)(C)C (1-methyl-6-(4,4,5,5-tetramethyl-1,3,2-dioxaborolan-2-yl)indoline), C([O-])([O-])=O.[Na+].[Na+] (sodium carbonate). The yield is 49.8%. Procedure: To a stirred solution of 3-iodo-1-methyl-4-nitro-1H-pyrrolo[2,3-b]pyridine (D17) (6.2 g, 20.46 mmol) in ACN (108 mL) was added 1-methyl-6-(4,4,5,5-tetramethyl-1,3,2-dioxaborolan-2-yl)indoline (7.95 g, 30.7 mmol), bis(triphenylphosphine)palladium(II) chloride (1.436 g, 2.046 mmol) and 2M sodium carbonate aq. solution (108 mL, 217 mmol). The resulting mixture was heated at 65° C. for ca. 1 hour. After being cooled to RT, the reaction mixture was diluted with DCM (150 mL) and water (200 mL). The or... Reactants: N1=C(C=CC=C1)C(CC(C(F)(F)F)=O)=O (1-pyridin-2-yl-4,4,4-trifluoro-butane-1,3-dione), C(C)(=O)C1=NC=CC=C1 (2-acetylpyridine), NC=1N=CNC1C#N (4-amino-5-cyano-1H-imidazole). Yields the product N1=C(C=CC=C1)C1=NC=2N(C(=C1)C(F)(F)F)C=NC2C#N (2-Pyridin-2-yl-4-trifluoromethyl-imidazo[1,5-a]pyrimidine-8-carbonitrile). Yield: 46.7%. As a reaction SMILES: [N:1]1[CH:6]=[CH:5][CH:4]=[CH:3][C:2]=1[C:7](=O)[CH2:8][C:9](=O)[C:10]([F:13])([F:12])[F:11].C(C1C=CC=CN=1)(=O)C.[NH2:25][C:26]1[N:27]=[CH:28][NH:29][C:30]=1[C:31]#[N:32]>>[N:1]1[CH:6]=[CH:5][CH:4]=[CH:3][C:2]=1[C:7]1[CH:8]=[C:9]([C:10]([F:13])([F:12])[F:11])[N:27]2[CH:28]=[N:29][C:30]([C:31]#[N:32])=[C:26]2[N:25]=1. Reported procedure: Reaction of 1-pyridin-2-yl-4,4,4-trifluoro-butane-1,3-dione (217 mg, 1.0 mmol), prepared from commercially available 2-acetylpyridine according to general procedure A, and 4-amino-5-cyano-1H-imidazole (108 mg, 1.0 mmol) according to general procedure B yielded the title compound as a yellow solid (135 mg, 47%). MS (ISP) 289.9 [(M+H)+]; mp 205° C.